Dataset: the Open Reaction Database (ORD), a public repository of structured organic reaction records. Task: describe an organic reaction: reactants, conditions, products, and yield Starting materials: CCOc1cc(NC(=O)OC(C)(C)C)c(NC(=O)CC(=O)c2ccnc(-c3cccnc3)c2)cc1C(F)(F)F, ClCCl, O=C(O)C(F)(F)F. Yields the product CCOc1cc2c(cc1C(F)(F)F)NC(=O)CC(c1ccnc(-c3cccnc3)c1)=N2. Reaction SMILES: [C:1]([O:2][C:3](=[O:4])[NH:7][c:8]1[c:9]([NH:21][C:22]([CH2:23][C:24](=[O:5])[c:26]2[cH:27][c:28](-[c:32]3[cH:33][n:34][cH:35][cH:36][cH:37]3)[n:29][cH:30][cH:31]2)=[O:38])[cH:10][c:11]([C:17]([F:18])([F:19])[F:20])[c:12]([O:14][CH2:15][CH3:16])[cH:13]1)([CH3:6])([CH3:25])[CH3:39].[Cl:47][CH2:48][Cl:49].[F:40][C:41]([F:42])([F:43])[C:44]([OH:45])=[O:46]>>[N:7]1=[C:24]([c:26]2[cH:27][c:28](-[c:32]3[cH:33][n:34][cH:35][cH:36][cH:37]3)[n:29][cH:30][cH:31]2)[CH2:23][C:22](=[O:38])[NH:21][c:9]2[c:8]1[cH:13][c:12]([O:14][CH2:15][CH3:16])[c:11]([C:17]([F:18])([F:19])[F:20])[cH:10]2.